This data is from the Open Reaction Database (ORD), a public repository of structured organic reaction records. The task is: describe an organic reaction: reactants, conditions, products, and yield Starting materials: O[C@@H](CC(=O)OC)[C@H](C1=CC=CC=C1)NC(=O)OC(C)(C)C (methyl (3S,4S)-3-hydroxy-4-(N-BOC-amino)-4-phenylbutanoate), FC(C(=O)O)(F)F (trifluoroacetic acid), BOC-Nle-ObSU, C=1C=CC2=C(C1)N=NN2O (HOBt). The solvent is C(Cl)Cl (methylene chloride). Reaction conditions: time 15 minute. Yields the product C(=O)(OC(C)(C)C)N[C@@H](CCCC)C(=O)NC(C(CC(=O)OC)O)C1=CC=CC=C1 (methyl 4-(N-BOC-norleucylamino)-3-hydroxy-4-phenylbutanoate). As a reaction SMILES: [OH:1][C@H:2]([C@@H:8]([NH:15][C:16]([O:18]C(C)(C)C)=O)[C:9]1[CH:14]=[CH:13][CH:12]=[CH:11][CH:10]=1)[CH2:3][C:4]([O:6][CH3:7])=[O:5].[CH:23]1[CH:24]=[CH:25][C:26]2N(O)N=[N:29][C:27]=2C=1.FC(F)(F)[C:35]([OH:37])=[O:36]>C(Cl)Cl>[C:35]([NH:29][C@H:27]([C:16]([NH:15][CH:8]([C:9]1[CH:10]=[CH:11][CH:12]=[CH:13][CH:14]=1)[CH:2]([OH:1])[CH2:3][C:4]([O:6][CH3:7])=[O:5])=[O:18])[CH2:26][CH2:25][CH2:24][CH3:23])([O:37][C:9]([CH3:14])([CH3:10])[CH3:8])=[O:36]. Reported procedure: In 10 ml of pure trifluoroacetic acid was dissolved at 0° C. 1 g (0.0032 mol) of methyl (3S,4S)-3-hydroxy-4-(N-BOC-amino)-4-phenylbutanoate partially in racemic form. After 15 min. at 0° C., the acid was rapidly evaporated off under reduced pressure wlthout heatlng. Then the vapor had disappeared, the salt so obtained was suspended in methylene chloride at 0° C. and therewere successively added 1.06 g (0.0032 mol) of BOC-Nle-ObSU, 0.620 g (0.004 mol) of HOBt and then a sufficient amount of NEM t... Starting materials: [Cl-].COC=1C=C(C[P+](C2=CC=CC=C2)(C2=CC=CC=C2)C2=CC=CC=C2)C=CC1 (3-Methoxybenzyltriphenylphosphonium chloride), C(C)N(C(=O)N1C=C(C2=CC=CC=C12)C=O)CC (1-diethylcarbamoyl-3-formylindole). The solvent is O1CCCC1 (tetrahydrofuran). The product is C(C)N(C(=O)N1C=C(C2=CC=CC=C12)C=CC1=CC(=CC=C1)OC)CC (1-Diethylcarbamoyl-3-[2-(3-methoxyphenyl)vinyl]indole). The yield is 59.2%. Reaction SMILES: [Cl-].[CH3:2][O:3][C:4]1[CH:5]=[C:6]([CH:27]=[CH:28][CH:29]=1)[CH2:7][P+](C1C=CC=CC=1)(C1C=CC=CC=1)C1C=CC=CC=1.[CH2:30]([N:32]([CH2:46][CH3:47])[C:33]([N:35]1[C:43]2[C:38](=[CH:39][CH:40]=[CH:41][CH:42]=2)[C:37]([CH:44]=O)=[CH:36]1)=[O:34])[CH3:31]>O1CCCC1>[CH2:46]([N:32]([CH2:30][CH3:31])[C:33]([N:35]1[C:43]2[C:38](=[CH:39][CH:40]=[CH:41][CH:42]=2)[C:37]([CH:44]=[CH:7][C:6]2[CH:27]=[CH:28][CH:29]=[C:4]([O:3][CH3:2])[CH:5]=2)=[CH:36]1)=[O:34])[CH3:47] |f:0.1|. Reported procedure: 3-Methoxybenzyltriphenylphosphonium chloride (1.71 g) and 1-diethylcarbamoyl-3-formylindole (1.71 g), which had been synthesized according to the method of Tetrahedron Lett., 1869 (1986)., were reacted in tetrahydrofuran (5 ml) as in the above Production Example 41-1 to give the title compound (0.842 g) as a brown oil (yield: 59.1%). (59-2) 1-Diethylcarbamoyl-3-(3-methoxyphenethyl)indole The reactants are COC=1C=C(C=CC1OC)CC#N (2-(3,4-dimethoxyphenyl)acetonitrile), CN(C=O)C (dimethylformamide), [H-].[Na+] (sodium hydride), CI (methyl iodide). Yields the product COC=1C=C(C=CC1OC)C(C#N)(C)C (2-(3,4-dimethoxyphenyl)-2-methylpropionitrile). Reaction SMILES: [CH3:1][O:2][C:3]1[CH:4]=[C:5]([CH2:11][C:12]#N)[CH:6]=[CH:7][C:8]=1[O:9][CH3:10].[H-].[Na+].[CH3:16]I.C[N:19]([CH3:22])C=O>>[CH3:1][O:2][C:3]1[CH:4]=[C:5]([C:11]([CH3:12])([CH3:16])[C:22]#[N:19])[CH:6]=[CH:7][C:8]=1[O:9][CH3:10] |f:1.2|. Reported procedure: A conventional alkylation reaction was carried out using a dimethylformamide solution (10 ml) of 1.77 g of 2-(3,4-dimethoxyphenyl)acetonitrile, 1.00 g of sodium hydride and 4.26 g of methyl iodide to give 1.78 g of 2-(3,4-dimethoxyphenyl)-2-methylpropionitrile. A conventional catalytic hydrogenation reaction was carried out using an ethanolic solution (30 ml) of 1.75 g of 2-(3,4-dimethoxyphenyl)-2-methylpropionitrile, 3.0 ml of an aqueous 28% ammonia solution and 4.3 g of Raney nickel to give 1.... Starting materials: OBO, COc1ccc(Br)cc1, COc1ccccc1CNC1CCC(N(C)C(=O)OC(C)(C)C)CC1. Product: COc1ccc(-c2ccc(OC)c(CNC3CCC(N(C)C(=O)OC(C)(C)C)CC3)c2)cc1. Reaction SMILES: [BH:1]([OH:2])[OH:3].[Br:29][c:30]1[cH:31][cH:32][c:33]([O:36][CH3:37])[cH:34][cH:35]1.[C:4](=[O:5])([O:6][C:7]([CH3:8])([CH3:9])[CH3:10])[N:11]([CH:12]1[CH2:13][CH2:14][CH:15]([NH:18][CH2:19][c:20]2[cH:21][cH:22][cH:23][cH:24][c:25]2[O:26][CH3:27])[CH2:16][CH2:17]1)[CH3:28]>>[C:4](=[O:5])([O:6][C:7]([CH3:8])([CH3:9])[CH3:10])[N:11]([CH:12]1[CH2:13][CH2:14][CH:15]([NH:18][CH2:19][c:20]2[cH:21][c:22](-[c:30]3[cH:31][cH:32][c:33]([O:36][CH3:37])[cH:34][cH:35]3)[cH:23][cH:24][c:25]2[O:26][CH3:27])[CH2:16][CH2:17]1)[CH3:28].